This data is from the Open Reaction Database (ORD), a public repository of structured organic reaction records. The task is: describe an organic reaction: reactants, conditions, products, and yield Reactants: ClC1=NC(=NC(=C1)C1=C(C=CC(=C1)Cl)C)N (4-chloro-6-(5-chloro-2-methyl-phenyl)-pyrimidin-2-yl-amine), FC(C1=CC=C(C=C1)N)(F)F (4-trifluoromethyl-phenylamine). The product is ClC=1C=CC(=C(C1)C1=CC(=NC(=N1)N)NC1=CC=C(C=C1)C(F)(F)F)C (6-(5-Chloro-2-methyl-phenyl)-N*4*-(4-trifluoromethyl-phenyl)-pyrimidine-2,4-diamine). Isolated yield 46.0%. RXN SMILES: Cl[C:2]1[CH:7]=[C:6]([C:8]2[CH:13]=[C:12]([Cl:14])[CH:11]=[CH:10][C:9]=2[CH3:15])[N:5]=[C:4]([NH2:16])[N:3]=1.[F:17][C:18]([F:27])([F:26])[C:19]1[CH:24]=[CH:23][C:22]([NH2:25])=[CH:21][CH:20]=1>>[Cl:14][C:12]1[CH:11]=[CH:10][C:9]([CH3:15])=[C:8]([C:6]2[N:5]=[C:4]([NH2:16])[N:3]=[C:2]([NH:25][C:22]3[CH:23]=[CH:24][C:19]([C:18]([F:17])([F:26])[F:27])=[CH:20][CH:21]=3)[CH:7]=2)[CH:13]=1. Procedure: Following the method described in Example 26, 4-chloro-6-(5-chloro-2-methyl-phenyl)-pyrimidin-2-yl-amine and 4-trifluoromethyl-phenylamine provided the title compound (46% yield). 1H NMR (DMSO-d6) δ 2.36 (s, 3H, CH3), 6.17 (s, 1H, Ar), 6.54 (s, 2H, NH2), 7.32 (d, 1H, J=8.3 Hz, Ar), 7.38 (dd, 1H, J=8.1 Hz, J—2.3 Hz, Ar), 7.43 (d, 1H, J=2.1 Hz, Ar), 7.61 (d, 2H, J=8.7 Hz, Ar), 8.00 (d, 2H, J=8.5 Hz, Ar), 9.63 (s, 1H, NH). The reactants are [Cl-], ClCc1cccnc1, O=c1ccc(Cl)n[nH]1, Cl, [H-], [NH4+], [Na+], CN(C)C=O, O=c1cccn[nH]1. The product is O=c1ccc(Cl)nn1Cc1cccnc1. RXN SMILES: [Cl-:27].[Cl:12][CH2:13][c:14]1[cH:15][n:16][cH:17][cH:18][cH:19]1.[Cl:1][c:2]1[cH:3][cH:4][c:5](=[O:8])[nH:6][n:7]1.[ClH:11].[H-:9].[NH4+:28].[Na+:10].[O:29]=[CH:30][N:31]([CH3:32])[CH3:33].[n:20]1[nH:21][c:22](=[O:23])[cH:24][cH:25][cH:26]1>>[Cl:1][c:2]1[cH:3][cH:4][c:5](=[O:8])[n:6]([CH2:13][c:14]2[cH:15][n:16][cH:17][cH:18][cH:19]2)[n:7]1. Starting materials: CN1CCC(c2cn(Cc3ccccc3)c3ccc(O)cc23)CC1, O=S(=O)(Cl)c1c(F)cccc1F, C1CCOC1, Cc1cccc(C)n1. The product is CN1CCC(c2cn(Cc3ccccc3)c3ccc(OS(=O)(=O)c4c(F)cccc4F)cc23)CC1, Cl. As a reaction SMILES: [CH2:1]([c:2]1[cH:3][cH:4][cH:5][cH:6][cH:7]1)[n:8]1[cH:9][c:10]([CH:18]2[CH2:19][CH2:20][N:21]([CH3:24])[CH2:22][CH2:23]2)[c:11]2[cH:12][c:13]([OH:17])[cH:14][cH:15][c:16]12.[F:25][c:26]1[c:27]([S:33](=[O:34])(=[O:35])[Cl:36])[c:28]([F:32])[cH:29][cH:30][cH:31]1.[O:45]1[CH2:46][CH2:47][CH2:48][CH2:49]1.[n:37]1[c:38]([CH3:39])[cH:40][cH:41][cH:42][c:43]1[CH3:44]>>[CH2:1]([c:2]1[cH:3][cH:4][cH:5][cH:6][cH:7]1)[n:8]1[cH:9][c:10]([CH:18]2[CH2:19][CH2:20][N:21]([CH3:24])[CH2:22][CH2:23]2)[c:11]2[cH:12][c:13]([O:17][S:33]([c:27]3[c:26]([F:25])[cH:31][cH:30][cH:29][c:28]3[F:32])(=[O:34])=[O:35])[cH:14][cH:15][c:16]12.[ClH:36]. Reaction SMILES: [CH2:27]([Cl:28])[Cl:29].[CH3:1][CH:2]1[C:3](=[O:26])[CH:4]2[N:5]([CH:6]1[C:7](=[O:8])[O:9][CH:10]([c:11]1[cH:12][cH:13][cH:14][cH:15][cH:16]1)[c:17]1[cH:18][cH:19][cH:20][cH:21][cH:22]1)[C:23](=[O:25])[CH2:24]2>>[CH3:1][CH:2]1[CH:3]([OH:26])[CH:4]2[N:5]([CH:6]1[C:7](=[O:8])[O:9][CH:10]([c:11]1[cH:12][cH:13][cH:14][cH:15][cH:16]1)[c:17]1[cH:18][cH:19][cH:20][cH:21][cH:22]1)[C:23](=[O:25])[CH2:24]2. Reactants: ClCCl, CC1C(=O)C2CC(=O)N2C1C(=O)OC(c1ccccc1)c1ccccc1. Yields the product CC1C(O)C2CC(=O)N2C1C(=O)OC(c1ccccc1)c1ccccc1. Starting materials: C1(=CC=CC=C1)C(C)N1C(CN(CC1)C(=O)OC(C)(C)C)=O (1-(1-phenylethyl)-4-(tert-butyloxycarbonyl)piperazin-2-one), FC(C(=O)O)(F)F (trifluoroacetic acid). The solvent is C(Cl)Cl (CH2Cl2). Yields the product C1(=CC=CC=C1)C(C)N1C(CNCC1)=O (1-(1-Phenylethyl)piperazin-2-one). The yield is 68.3%. Reaction SMILES: [C:1]1([CH:7]([N:9]2[CH2:14][CH2:13][N:12](C(OC(C)(C)C)=O)[CH2:11][C:10]2=[O:22])[CH3:8])[CH:6]=[CH:5][CH:4]=[CH:3][CH:2]=1.FC(F)(F)C(O)=O>C(Cl)Cl>[C:1]1([CH:7]([N:9]2[CH2:14][CH2:13][NH:12][CH2:11][C:10]2=[O:22])[CH3:8])[CH:6]=[CH:5][CH:4]=[CH:3][CH:2]=1. Procedure: Prepared in the same manner as that described in Example 5, Step 2, using 1-(1-phenylethyl)-4-(tert-butyloxycarbonyl)piperazin-2-one (673 mg, 2.2 mmol), trifluoroacetic acid (4 mL) and CH2Cl2 (40 mL). The crude product was chromatographed on silica gel, eluting with CH2Cl2 :MeOH (90:10), to afford the amine (307 mg, 68%) as a colourless oil. 1H NMR (250 MHz, CDCl3) δ1.53 (3H, d, J=7.2 Hz), 2.75-2.94 (2H, m), 2.98-3.07 (1H, m), 3.12-3.21 (1H, m), 3.62 (2H, s), 6.13 (1H, q, J=7.2 Hz), 7.24-7.39 (5... The reactants are C(C1=CC=CC=C1)N1CCOC2=C(C1)C=CC(=N2)OC2=C(C=CC=C2)Cl (4-benzyl-8-(2-chlorophenoxy)-2,3,4,5-tetrahydropyrido[3,2-f][1,4]oxazepine), ClC(=O)OC(C)Cl (1-chloroethyl chloroformate). Run in ClC(C)Cl (dichloroethane). Conditions: temperature 90 celsius, time 2 hour. The product is Cl.ClC1=C(OC=2C=CC=3CNCCOC3N2)C=CC=C1 (8-(2-chlorophenoxy)-2,3,4,5-tetrahydropyrido[3,2-f][1,4]oxazepine hydrochloride). The yield is 175.7%. As a reaction SMILES: C([N:8]1[CH2:14][C:13]2[CH:15]=[CH:16][C:17]([O:19][C:20]3[CH:25]=[CH:24][CH:23]=[CH:22][C:21]=3[Cl:26])=[N:18][C:12]=2[O:11][CH2:10][CH2:9]1)C1C=CC=CC=1.ClC(OC(Cl)C)=O>ClC(Cl)C>[ClH:26].[Cl:26][C:21]1[CH:22]=[CH:23][CH:24]=[CH:25][C:20]=1[O:19][C:17]1[CH:16]=[CH:15][C:13]2[CH2:14][NH:8][CH2:9][CH2:10][O:11][C:12]=2[N:18]=1 |f:3.4|. Procedure details: To a solution of the compound obtained in step 2 (0.28 g) in dichloroethane (3 mL) was added 1-chloroethyl chloroformate (0.074 mL), and the resulting mixture was stirred at 90° C. for 2 hr. The solvent was evaporated under reduced pressure, and methanol (3 mL) was added. The mixture was stirred at 80° C. for 1 hr. Diisopropyl ether (3 mL) was added, and the precipitate was collected by filtration, and recrystallized from ethanol-diisopropyl ether to give the title compound (0.21 g, 89%) as a wh... Reagents/catalysts: PCy3. Run at temperature 90 celsius, time 24 hour. The reactants are C[Al](C)(C)([Li])c1ccccc1 (effective_coupling_partner), CC(C)(C)C(=O)Oc2ccc1ccccc1c2 (substrate). The product is c3ccc(c2ccc1ccccc1c2)cc3. The reactants are [BH4-], CCOC(=O)CCCCC1CCN(C(=O)OCc2ccccc2)CC1, CO, [Na+], C1CCOC1. Yields the product O=C(OCc1ccccc1)N1CCC(CCCCCO)CC1. Reaction SMILES: [BH4-:31].[CH2:1]([c:2]1[cH:3][cH:4][cH:5][cH:6][cH:7]1)[O:8][C:9](=[O:10])[N:11]1[CH2:12][CH2:13][CH:14]([CH2:17][CH2:18][CH2:19][CH2:20][C:21](=[O:22])[O:23][CH2:24][CH3:25])[CH2:15][CH2:16]1.[CH3:33][OH:34].[Na+:32].[O:26]1[CH2:27][CH2:28][CH2:29][CH2:30]1>>[CH2:1]([c:2]1[cH:3][cH:4][cH:5][cH:6][cH:7]1)[O:8][C:9](=[O:10])[N:11]1[CH2:12][CH2:13][CH:14]([CH2:17][CH2:18][CH2:19][CH2:20][CH2:21][OH:22])[CH2:15][CH2:16]1. Reactants: C1(=CC=CC=C1)C1C2CCCCN2C1=O (7-phenyl-1-azabicyclo[4.2.0]octan-8-one), Cl (hydrogen chloride), CO (methanol). The product is COC(=O)C(C=1C=CC=CC1)C2CCCCN2 (methylphenidate). Reaction SMILES: [C:1]1([CH:7]2[C:14](=[O:15])[N:13]3[CH:8]2[CH2:9][CH2:10][CH2:11][CH2:12]3)[CH:6]=[CH:5][CH:4]=[CH:3][CH:2]=1.Cl.[CH3:17][OH:18]>>[CH3:17][O:18][C:14]([CH:7]([CH:8]1[NH:13][CH2:12][CH2:11][CH2:10][CH2:9]1)[C:1]1[CH:6]=[CH:5][CH:4]=[CH:3][CH:2]=1)=[O:15]. Procedure details: reacting the 7-phenyl-1-azabicyclo[4.2.0]octan-8-one obtained in step (i) with a solution of hydrogen chloride in methanol to give methylphenidate; Reactants: Cl (hydrochloric acid), [Na+].C(C)(=O)SCC(C(=O)NC=1C=C(C(=O)[O-])C=CC1)CC1=CC=C(C=C1)OC (3-[[2-Acetylthiomethyl-3-(4-methoxyphenyl)-propionyl] amino]benzoic acid sodium salt), compound, [OH-].[Na+] (sodium hydroxide). The solvent is O (water). Run at time 1 hour. Yields the product SCC(C(=O)NC=1C=C(C(=O)O)C=CC1)CC1=CC=C(C=C1)OC (3-[[2-mercaptomethyl-3-(4-methoxyphenyl)propionyl]amino]benzoic acid). Yield: 39.5%. Reaction SMILES: [Na+].C([S:5][CH2:6][CH:7]([CH2:20][C:21]1[CH:26]=[CH:25][C:24]([O:27][CH3:28])=[CH:23][CH:22]=1)[C:8]([NH:10][C:11]1[CH:12]=[C:13]([CH:17]=[CH:18][CH:19]=1)[C:14]([O-:16])=[O:15])=[O:9])(=O)C.[OH-].[Na+].Cl>O>[SH:5][CH2:6][CH:7]([CH2:20][C:21]1[CH:22]=[CH:23][C:24]([O:27][CH3:28])=[CH:25][CH:26]=1)[C:8]([NH:10][C:11]1[CH:12]=[C:13]([CH:17]=[CH:18][CH:19]=1)[C:14]([OH:16])=[O:15])=[O:9] |f:0.1,2.3|. Procedure: 3-[[2-Acetylthiomethyl-3-(4-methoxyphenyl)-propionyl] amino]benzoic acid sodium salt (compound of Example 36) (1.8 g) is dissolved in water (30 ml), and the mixture is adjusted to pH 12.0 with 10% aqueous sodium hydroxide solution under nitrogen. After reacting at room temperature for one hour, the reaction mixture is adjusted to pH 2.5 with 10% hydrochloric acid. The mixture is extracted with ethyl acetate (50 ml). The extract is washed with water and ethyl acetate is distilled off. The residue...